describe an organic reaction: reactants, conditions, products, and yield From a dataset of the Open Reaction Database (ORD), a public repository of structured organic reaction records. Starting materials: NC1=C2C(C(=CN(C2=CC(=C1F)F)C1CC1)C(=O)O)=O (5-amino-1-cyclopropyl-6,7-difluoro-1,4-dihydro-4-oxoquinoline-3-carboxylic acid), C(C)(=O)N1C(CNCC1)C (1-acetyl-2-methylpiperazine). Run in N1=CC=CC=C1 (pyridine). Product: C(C)(=O)N1C(CN(CC1)C1=C(C(=C2C(C(=CN(C2=C1)C1CC1)C(=O)O)=O)N)F)C (7-(4-acetyl-3-methyl-1-piperazinyl)-5-amino-1-cyclopropyl-6-fluoro-1,4-dihydro-4-oxoquinoline-3-carboxylic acid). As a reaction SMILES: [NH2:1][C:2]1[C:11]([F:12])=[C:10](F)[CH:9]=[C:8]2[C:3]=1[C:4](=[O:20])[C:5]([C:17]([OH:19])=[O:18])=[CH:6][N:7]2[CH:14]1[CH2:16][CH2:15]1.[C:21]([N:24]1[CH2:29][CH2:28][NH:27][CH2:26][CH:25]1[CH3:30])(=[O:23])[CH3:22]>N1C=CC=CC=1>[C:21]([N:24]1[CH2:29][CH2:28][N:27]([C:10]2[CH:9]=[C:8]3[C:3]([C:4](=[O:20])[C:5]([C:17]([OH:19])=[O:18])=[CH:6][N:7]3[CH:14]3[CH2:16][CH2:15]3)=[C:2]([NH2:1])[C:11]=2[F:12])[CH2:26][CH:25]1[CH3:30])(=[O:23])[CH3:22]. Procedure details: A mixture of 5-amino-1-cyclopropyl-6,7-difluoro-1,4-dihydro-4-oxoquinoline-3-carboxylic acid, 1-acetyl-2-methylpiperazine and pyridine was heated under reflux for 5 hours. The reaction mixture was concentrated under reduced pressure, and the residue was dissolved in aqueous ammonia. The solution was neutralized with an aqueous solution of acetic acid and cooled with ice. The crystals were collected by filtration to give 7-(4-acetyl-3-methyl-1-piperazinyl)-5-amino-1-cyclopropyl-6-fluoro-1,4-dihyd... The reactants are CCOC(=O)CCn1ccc2ccc(COc3ccc(-c4cc(F)c(F)cc4OC)cc3)cc21, [Li+], C1CCOC1, [OH-], O. The product is COc1cc(F)c(F)cc1-c1ccc(OCc2ccc3ccn(CCC(=O)O)c3c2)cc1. As a reaction SMILES: [CH2:1]([CH3:2])[O:3][C:4]([CH2:5][CH2:6][n:7]1[cH:8][cH:9][c:10]2[cH:11][cH:12][c:13]([CH2:16][O:17][c:18]3[cH:19][cH:20][c:21](-[c:24]4[c:25]([O:32][CH3:33])[cH:26][c:27]([F:31])[c:28]([F:30])[cH:29]4)[cH:22][cH:23]3)[cH:14][c:15]12)=[O:34].[Li+:40].[O:35]1[CH2:36][CH2:37][CH2:38][CH2:39]1.[OH-:41].[OH2:42]>>[O:3]=[C:4]([CH2:5][CH2:6][n:7]1[cH:8][cH:9][c:10]2[cH:11][cH:12][c:13]([CH2:16][O:17][c:18]3[cH:19][cH:20][c:21](-[c:24]4[c:25]([O:32][CH3:33])[cH:26][c:27]([F:31])[c:28]([F:30])[cH:29]4)[cH:22][cH:23]3)[cH:14][c:15]12)[OH:34]. Reactants: Cc1cc(C2CCN(C(=O)OCc3ccccc3)CC2)c(=O)[nH]n1, CCO, [Pd]. Yields the product Cc1cc(C2CCNCC2)c(=O)[nH]n1. Reaction SMILES: [CH3:1][c:2]1[cH:3][c:4]([CH:9]2[CH2:10][CH2:11][N:12]([C:15]([O:16][CH2:17][c:18]3[cH:19][cH:20][cH:21][cH:22][cH:23]3)=[O:24])[CH2:13][CH2:14]2)[c:5](=[O:8])[nH:6][n:7]1.[CH3:25][CH2:26][OH:27].[Pd:28]>>[CH3:1][c:2]1[cH:3][c:4]([CH:9]2[CH2:10][CH2:11][NH:12][CH2:13][CH2:14]2)[c:5](=[O:8])[nH:6][n:7]1. The reactants are Cl (hydrogen chloride), Cl (hydrogen chloride), C1(CCCO1)=O (γ-butyrolactone), Cl (hydrogen chloride). The product is ClCCCC(=O)O (CBA), C1(CCCO1)=O (BL). As a reaction SMILES: [ClH:1].[C:2]1(=[O:7])[O:6][CH2:5][CH2:4][CH2:3]1>>[Cl:1][CH2:5][CH2:4][CH2:3][C:2]([OH:6])=[O:7].[C:2]1(=[O:7])[O:6][CH2:5][CH2:4][CH2:3]1. Reported procedure: Crude 4-chlorobutyric acid (CBA) was produced, in a known manner, by introducing gaseous hydrogen chloride into γ-butyrolactone (BL), at 100° C., until hydrogen chloride was no longer taken up. Subsequently, nitrogen was passed through the reaction mixture, in order to expel excess hydrogen chloride. The acid number was then 393. 1,818 g crude CBA was obtained from 1,373 g (15.8 mol) of BL.